Dataset: the Open Reaction Database (ORD), a public repository of structured organic reaction records. Task: describe an organic reaction: reactants, conditions, products, and yield Starting materials: N1(CCCC1)C1(COC1)C#N (3-Pyrrolidin-1-yl-oxetane-3-carbonitrile), C(C)OC1(CC1)O[Si](C)(C)C (((1-ethoxycyclopropyl)oxy)trimethylsilane), N1CCCC1 (pyrrolidine). Product: N1(CCCC1)C1(CC1)C#N (1-Pyrrolidin-1-yl-cyclopropanecarbonitrile). Reaction SMILES: [N:1]1([C:6]2([C:10]#[N:11])[CH2:9]O[CH2:7]2)[CH2:5][CH2:4][CH2:3][CH2:2]1.C(OC1(O[Si](C)(C)C)CC1)C.N1CCCC1>>[N:1]1([C:6]2([C:10]#[N:11])[CH2:9][CH2:7]2)[CH2:5][CH2:4][CH2:3][CH2:2]1. Reported procedure: The title compound, colorless liquid, was prepared in accordance with the general method of intermediate A from ((1-ethoxycyclopropyl)oxy)trimethylsilane and pyrrolidine. The reactants are [H-].[Na+] (sodium hydride), C(C)N(C\C=C\C#CC(C(F)(F)F)(O)C(F)(F)F)CCOCCOC1=CC(=CC=C1)C1=CSC=C1 ((E)-ethyl-N-(7,7,7-trifluoro-6-trifluoromethyl-6-hydroxy-2-hepten-4-ynyl)-2-[2-[3-(3-thienyl)phenoxy]ethoxy]ethylamine), S(=O)(=O)(OC)OC (dimethyl sulfate). Run in CN(C=O)C (dimethylformamide). Run at time 10 minute. The product is C(C)N(C\C=C\C#CC(C(F)(F)F)(OC)C(F)(F)F)CCOCCOC1=CC(=CC=C1)C1=CSC=C1 ((E)-N-ethyl-N-(7,7,7-trifluoro-6-trifluoromethyl-6-methoxy-2-hepten-4-ynyl)-2-[2-[3-(3-thienyl)-phenoxy]ethoxy]ethylamine). The yield is 15.0%. Reaction SMILES: [CH2:1]([N:3]([CH2:19][CH2:20][O:21][CH2:22][CH2:23][O:24][C:25]1[CH:30]=[CH:29][CH:28]=[C:27]([C:31]2[CH:35]=[CH:34][S:33][CH:32]=2)[CH:26]=1)[CH2:4]/[CH:5]=[CH:6]/[C:7]#[C:8][C:9]([C:15]([F:18])([F:17])[F:16])([OH:14])[C:10]([F:13])([F:12])[F:11])[CH3:2].[H-].[Na+].S(OC)(O[CH3:42])(=O)=O>CN(C)C=O>[CH2:1]([N:3]([CH2:19][CH2:20][O:21][CH2:22][CH2:23][O:24][C:25]1[CH:30]=[CH:29][CH:28]=[C:27]([C:31]2[CH:35]=[CH:34][S:33][CH:32]=2)[CH:26]=1)[CH2:4]/[CH:5]=[CH:6]/[C:7]#[C:8][C:9]([C:15]([F:18])([F:17])[F:16])([O:14][CH3:42])[C:10]([F:11])([F:12])[F:13])[CH3:2] |f:1.2|. Reported procedure: 159 mg of (E)-ethyl-N-(7,7,7-trifluoro-6-trifluoromethyl-6-hydroxy-2-hepten-4-ynyl)-2-[2-[3-(3-thienyl)phenoxy]ethoxy]ethylamine was dissolved in 2 ml of dimethylformamide, and 24 mg of 60% oily sodium hydride was added. The mixture was stirred at room temperature for 10 minutes. To this solution was added 60 μl of dimethyl sulfate, and then the mixture was stirred at room temperature for 4 hours. The solvent was evaporated under reduced pressure, and ethyl acetate and water were added to the re... Starting materials: C1CCOC1, Cc1ccc(N)cc1-c1ccc(C(=O)NCC2CC2)cc1, O=C(O)c1ccnc(-c2ccccc2)n1. Product: Cc1ccc(NC(=O)c2ccnc(-c3ccccc3)n2)cc1-c1ccc(C(=O)NCC2CC2)cc1. Reaction SMILES: [CH2:37]1[O:38][CH2:39][CH2:40][CH2:41]1.[NH2:1][c:2]1[cH:3][cH:4][c:5]([CH3:21])[c:6](-[c:8]2[cH:9][cH:10][c:11]([C:14](=[O:15])[NH:16][CH2:17][CH:18]3[CH2:19][CH2:20]3)[cH:12][cH:13]2)[cH:7]1.[c:22]1(-[c:28]2[n:29][cH:30][cH:31][c:32]([C:34](=[O:35])[OH:36])[n:33]2)[cH:23][cH:24][cH:25][cH:26][cH:27]1>>[NH:1]([c:2]1[cH:3][cH:4][c:5]([CH3:21])[c:6](-[c:8]2[cH:9][cH:10][c:11]([C:14](=[O:15])[NH:16][CH2:17][CH:18]3[CH2:19][CH2:20]3)[cH:12][cH:13]2)[cH:7]1)[C:34]([c:32]1[cH:31][cH:30][n:29][c:28](-[c:22]2[cH:23][cH:24][cH:25][cH:26][cH:27]2)[n:33]1)=[O:35].